This data is from the Open Reaction Database (ORD), a public repository of structured organic reaction records. The task is: describe an organic reaction: reactants, conditions, products, and yield The reactants are C([O-])([O-])=O.[K+].[K+] (potassium carbonate), C(OC1=CC=CC=C1)(=O)Cl (carbonochloridic acid, phenyl ester), FC1=C(C=CC(=C1C(=O)C1=CNC2=NC=C(C=C21)C=2C=NNC2)F)NS(=O)(=O)CCC (Propane-1-sulfonic acid {2,4-difluoro-3-[5-(1H-pyrazol-4-yl)-1H-pyrrolo[2,3-b]pyridine-3-carbonyl]-phenyl}-amide). Solvent: C(C)#N (acetonitrile). Run at time 8 hour. The product is C1(=CC=CC=C1)OC(=O)N1N=CC(=C1)C=1C=C2C(=NC1)NC=C2C(C2=C(C(=CC=C2F)NS(=O)(=O)CCC)F)=O (4-{3-[2,6-difluoro-3-(propane-1-sulfonylamino)-benzoyl]-1H-pyrrolo[2,3-b]pyridin-5-yl}-pyrazole-1-carboxylic acid phenyl ester). Isolated yield 6.2%. RXN SMILES: [F:1][C:2]1[C:7]([C:8]([C:10]2[C:18]3[C:13](=[N:14][CH:15]=[C:16]([C:19]4[CH:20]=[N:21][NH:22][CH:23]=4)[CH:17]=3)[NH:12][CH:11]=2)=[O:9])=[C:6]([F:24])[CH:5]=[CH:4][C:3]=1[NH:25][S:26]([CH2:29][CH2:30][CH3:31])(=[O:28])=[O:27].C(=O)([O-])[O-].[K+].[K+].[C:38](Cl)(=[O:46])[O:39][C:40]1[CH:45]=[CH:44][CH:43]=[CH:42][CH:41]=1>C(#N)C>[C:40]1([O:39][C:38]([N:21]2[CH:20]=[C:19]([C:16]3[CH:17]=[C:18]4[C:10]([C:8](=[O:9])[C:7]5[C:6]([F:24])=[CH:5][CH:4]=[C:3]([NH:25][S:26]([CH2:29][CH2:30][CH3:31])(=[O:27])=[O:28])[C:2]=5[F:1])=[CH:11][NH:12][C:13]4=[N:14][CH:15]=3)[CH:23]=[N:22]2)=[O:46])[CH:45]=[CH:44][CH:43]=[CH:42][CH:41]=1 |f:1.2.3|. Procedure details: In a reaction vial, propane-1-sulfonic acid {2,4-difluoro-3-[5-(1H-pyrazol-4-yl)-1H-pyrrolo[2,3-b]pyridine-3-carbonyl]-phenyl}-amide (23, 7 mg, 0.02 mmol) is dissolved in 0.05 mL of acetonitrile and potassium carbonate (4 mg, 0.03 mmol) and carbonochloridic acid, phenyl ester (24, 0.0025 mL, 0.02 mmol) are added and the reaction is stirred at room temperature overnight. The reaction is concentrated under vacuum and the resulting material is purified by reverse phase HPLC to provide the desired c... Starting materials: CCCCCCNCc1ccccc1, ClCCCl, COC(=O)c1ccccc1COc1ccc(CC(=O)O)cc1, CN(C)c1ccncc1, ClCCl, Cl, O. The product is CCCCCCN(Cc1ccccc1)C(=O)Cc1ccc(OCc2ccccc2C(=O)OC)cc1. RXN SMILES: [CH2:23]([CH2:24][CH2:25][CH2:26][CH2:27][CH3:28])[NH:29][CH2:30][c:31]1[cH:32][cH:33][cH:34][cH:35][cH:36]1.[CH2:37]([Cl:38])[CH2:39][Cl:40].[CH3:1][O:2][C:3](=[O:4])[c:5]1[c:6]([CH2:7][O:8][c:9]2[cH:10][cH:11][c:12]([CH2:15][C:16](=[O:17])[OH:18])[cH:13][cH:14]2)[cH:19][cH:20][cH:21][cH:22]1.[CH3:45][N:46]([c:47]1[cH:48][cH:49][n:50][cH:51][cH:52]1)[CH3:53].[Cl:42][CH2:43][Cl:44].[ClH:41].[OH2:54]>>[CH3:1][O:2][C:3](=[O:4])[c:5]1[c:6]([CH2:7][O:8][c:9]2[cH:10][cH:11][c:12]([CH2:15][C:16](=[O:18])[N:29]([CH2:23][CH2:24][CH2:25][CH2:26][CH2:27][CH3:28])[CH2:30][c:31]3[cH:32][cH:33][cH:34][cH:35][cH:36]3)[cH:13][cH:14]2)[cH:19][cH:20][cH:21][cH:22]1. Starting materials: NC1=NC(=CC(=N1)O)C1=CC=C(C=C1)OC (2-amino-6-(4-methoxy-phenyl)-pyrimidin-4-ol), P(=O)(Cl)(Cl)Cl (phosphorus oxychloride), P(=O)(Cl)(Cl)Cl (phosphorus oxychloride). Conditions: temperature 100 celsius, time 6.5 hour. Yields the product ClC1=NC(=NC(=C1)C1=CC=C(C=C1)OC)N (4-chloro-6-(4-methoxy-phenyl)-pyrimidin-2-ylamine). Isolated yield 75.0%. As a reaction SMILES: [NH2:1][C:2]1[N:7]=[C:6](O)[CH:5]=[C:4]([C:9]2[CH:14]=[CH:13][C:12]([O:15][CH3:16])=[CH:11][CH:10]=2)[N:3]=1.P(Cl)(Cl)([Cl:19])=O>>[Cl:19][C:6]1[CH:5]=[C:4]([C:9]2[CH:14]=[CH:13][C:12]([O:15][CH3:16])=[CH:11][CH:10]=2)[N:3]=[C:2]([NH2:1])[N:7]=1. Reported procedure: A mixture of compound 2-amino-6-(4-methoxy-phenyl)-pyrimidin-4-ol (18 g, 83 mol) obtained in step (ii) and phosphorus oxychloride (POCl3) (150 mL) was stirred at 100° C. under anhydrous condition for 5 to 8 hours. The initial turbidity disappeared after completion of the reaction and excess phosphorus oxychloride was then removed by distillation under low vacuum. The residue was diluted with aqueous sodium bicarbonate solution to reach the pH˜7-8. The white solid separated was filtered, washed w... Reactants: C(=O)([O-])[C@@H](O)[C@H](O)C(=O)[O-].[Ca+2] (calcium d-tartrate), C(=O)([O-])[C@@H](O)[C@H](O)C(=O)[O-].[Na+].[Na+] (Disodium d-tartrate), C(=O)([O-])[C@@H](O)[C@H](O)C(=O)[O-] (d-tartrate), S(O)(O)(=O)=O (sulfuric acid), C(=O)([O-])[C@@H](O)[C@H](O)C(=O)[O-] (d-tartrate), cis-epoxysuccinate, disodium cis-epoxysuccinate. Reagents/catalysts: [O-][W](=O)(=O)[O-] (tungstate). The product is C([C@@H](O)[C@H](O)C(=O)O)(=O)O (d-tartaric acid). As a reaction SMILES: [C:1]([C@H:4]([C@@H:6]([C:8]([O-:10])=[O:9])[OH:7])[OH:5])([O-:3])=[O:2].C([C@H]([C@@H](C([O-])=O)O)O)([O-])=O.[Na+].[Na+].C([C@H]([C@@H](C([O-])=O)O)O)([O-])=O.[Ca+2].S(=O)(=O)(O)O>[O-][W]([O-])(=O)=O>[C:8]([OH:10])(=[O:9])[C@H:6]([C@@H:4]([C:1]([OH:3])=[O:2])[OH:5])[OH:7] |f:1.2.3,4.5|. Procedure details: Three samples of disodium cis-epoxysuccinate solution containing different amount of tungstate were separately converted to d-tartrate by treatment with a microbiorganism (FERM-P 2507) which has the ability to convert cis-epoxysuccinate to d-tartrate selectively. Disodium d-tartrate enzymatically prepared was converted to calcium d-tartrate, followed by acid-treatment with sulfuric acid to afford d-tartaric acid. The tungstate contents in the product and the starting material are compared in Tab... The reactants are BrCCCCCCOCCCCC1=CC=CC=C1 (4-(6-bromohexyloxy)butylbenzene), C(C1=CC=CC=C1)N (benzylamine). Run at temperature 50 celsius, time 15 minute. The product is Br.C(C1=CC=CC=C1)NCCCCCCOCCCCC1=CC=CC=C1 (N-benzyl-6-(4-phenylbutoxy)hexylamine hydrobromide). The yield is 55.0%. RXN SMILES: [Br:1][CH2:2][CH2:3][CH2:4][CH2:5][CH2:6][CH2:7][O:8][CH2:9][CH2:10][CH2:11][CH2:12][C:13]1[CH:18]=[CH:17][CH:16]=[CH:15][CH:14]=1.[CH2:19]([NH2:26])[C:20]1[CH:25]=[CH:24][CH:23]=[CH:22][CH:21]=1>>[BrH:1].[CH2:19]([NH:26][CH2:2][CH2:3][CH2:4][CH2:5][CH2:6][CH2:7][O:8][CH2:9][CH2:10][CH2:11][CH2:12][C:13]1[CH:18]=[CH:17][CH:16]=[CH:15][CH:14]=1)[C:20]1[CH:25]=[CH:24][CH:23]=[CH:22][CH:21]=1 |f:2.3|. Procedure: A mixture comprising 7.34 g (25.53 mmol) 4-(6-bromohexyloxy)butylbenzene and 10.3 ml (94.30 mmol) benzylamine is heated at 125° C. for 8 hr. The benzylamine in excess is distilled off and the residue dissolved in 30 ml methyl ethyl ketone. To the resulting solution, heated to 50° C., is added a solution of 7.43 ml 47% HBr in 50 ml H2O, then it is allowed to stir for 15 min and decanted. The organic phase is evaporated to dryness an the thus obtained residue triturated with Et2O and filtered to y...